This data is from the Open Reaction Database (ORD), a public repository of structured organic reaction records. The task is: describe an organic reaction: reactants, conditions, products, and yield Reaction SMILES: Cl.[CH3:2][O:3][C:4]1[CH:5]=[C:6]([C:12]2[C:13]([CH3:25])([CH3:24])[C:14](=[O:23])[N:15]([CH:17]3[CH2:22][CH2:21][NH:20][CH2:19][CH2:18]3)[N:16]=2)[CH:7]=[CH:8][C:9]=1[O:10][CH3:11].[NH:26]1[C:34]2[CH:33]=[CH:32][CH:31]=[C:30]([C:35](O)=[O:36])[C:29]=2[CH:28]=[CH:27]1>>[CH3:2][O:3][C:4]1[CH:5]=[C:6]([C:12]2[C:13]([CH3:25])([CH3:24])[C:14](=[O:23])[N:15]([CH:17]3[CH2:22][CH2:21][N:20]([C:35]([C:30]4[CH:31]=[CH:32][CH:33]=[C:34]5[C:29]=4[CH:28]=[CH:27][NH:26]5)=[O:36])[CH2:19][CH2:18]3)[N:16]=2)[CH:7]=[CH:8][C:9]=1[O:10][CH3:11] |f:0.1|. Procedure details: The title compound is prepared analogously as described for GP2-WU2 using 5-(3,4-dimethoxyphenyl)-4,4-dimethyl-2-(piperidin-4-yl)-2,4-dihydro-3H-pyrazol-3-one (compound B1) and 1H-indole-4-carboxylic acid as starting compounds. The crude product is purified by chromatography (amino phase silica gel and DCM) and by crystallization from DCM and diethyl ether to yield the title compound. The reactants are Cl.COC=1C=C(C=CC1OC)C=1C(C(N(N1)C1CCNCC1)=O)(C)C (5-(3,4-dimethoxyphenyl)-4,4-dimethyl-2-(piperidin-4-yl)-2,4-dihydro-3H-pyrazol-3-one hydrochloride), Cl.COC=1C=C(C=CC1OC)C=1C(C(N(N1)C1CCNCC1)=O)(C)C (5-(3,4-dimethoxyphenyl)-4,4-dimethyl-2-(piperidin-4-yl)-2,4-dihydro-3H-pyrazol-3-one hydrochloride), N1C=CC=2C(=CC=CC12)C(=O)O (1H-indole-4-carboxylic acid). Yields the product COC=1C=C(C=CC1OC)C=1C(C(N(N1)C1CCN(CC1)C(=O)C1=C2C=CNC2=CC=C1)=O)(C)C (5-(3,4-Dimethoxyphenyl)-2-[1-(1H-indol-4-ylcarbonyl)piperidin-4-yl]-4,4-dimethyl-2,4-dihydro-3H-pyrazol-3-one).